This data is from the Open Reaction Database (ORD), a public repository of structured organic reaction records. The task is: describe an organic reaction: reactants, conditions, products, and yield The solvent is O (water). Procedure: In a similar manner to Step 2 of Example 6, 4-chloro-7-[1-(tert-butoxycarbonyl)-5-formylindol-2-yl]isoindolinone (42.6 mg, 0.104 mmol) was dissolved in acetonitrile (2 mL), and the solution was treated with 2-piperadinone (42 mg, 0.42 mmol), acetic acid (0.120 mL, 2.10 mmol) and sodium triacetoxyborohydride (46 mg, 0.22 mmol). The reaction mixture was added with water and sodium carbonate to adjust the pH to 9. The mixture was extracted with ethyl acetate. The organic layer was washed with satur... The product is ClC1=C2CNC(C2=C(C=C1)C=1N(C2=CC=C(C=C2C1)CN1CC(NCC1)=O)C(=O)OC(C)(C)C)=O (4-chloro-7-[1-(tert-butoxycarbonyl)-5-(3-oxopiperazin-1-ylmethyl)indol-2-yl]isoindolinone). RXN SMILES: [Cl:1][C:2]1[CH:10]=[CH:9][C:8]([C:11]2[N:12]([C:22]([O:24][C:25]([CH3:28])([CH3:27])[CH3:26])=[O:23])[C:13]3[C:18]([CH:19]=2)=[CH:17][C:16](C=O)=[CH:15][CH:14]=3)=[C:7]2[C:3]=1[CH2:4][NH:5][C:6]2=[O:29].[NH:30]1[CH2:35][CH2:34]C[CH2:32][C:31]1=[O:36].C(O)(=O)C.C(O[BH-](OC(=O)C)OC(=O)C)(=O)C.[Na+].C(=O)([O-])[O-].[Na+].[Na+].[C:61](#[N:63])C>O>[Cl:1][C:2]1[CH:10]=[CH:9][C:8]([C:11]2[N:12]([C:22]([O:24][C:25]([CH3:27])([CH3:26])[CH3:28])=[O:23])[C:13]3[C:18]([CH:19]=2)=[CH:17][C:16]([CH2:61][N:63]2[CH2:34][CH2:35][NH:30][C:31](=[O:36])[CH2:32]2)=[CH:15][CH:14]=3)=[C:7]2[C:3]=1[CH2:4][NH:5][C:6]2=[O:29] |f:3.4,5.6.7|. Reactants: N1C(CCCC1)=O (2-piperadinone), C(C)(=O)O (acetic acid), C(C)(=O)O[BH-](OC(C)=O)OC(C)=O.[Na+] (sodium triacetoxyborohydride), C([O-])([O-])=O.[Na+].[Na+] (sodium carbonate), ClC1=C2CNC(C2=C(C=C1)C=1N(C2=CC=C(C=C2C1)C=O)C(=O)OC(C)(C)C)=O (4-chloro-7-[1-(tert-butoxycarbonyl)-5-formylindol-2-yl]isoindolinone), C(C)#N (acetonitrile). The reactants are ClCCl, CC(C(=O)OC(C)(C)C)N1CCC(N(CC(N)=O)S(=O)(=O)c2ccc3cc(Cl)ccc3c2)C1=O, O=C(O)C(F)(F)F. Yields the product CC(C(=O)O)N1CCC(N(CC(N)=O)S(=O)(=O)c2ccc3cc(Cl)ccc3c2)C1=O. RXN SMILES: [Cl:42][CH2:43][Cl:44].[NH2:1][C:2]([CH2:3][N:4]([CH:5]1[C:6](=[O:19])[N:7]([CH:10]([C:11](=[O:12])[O:13][C:14]([CH3:15])([CH3:16])[CH3:17])[CH3:18])[CH2:8][CH2:9]1)[S:20](=[O:21])(=[O:22])[c:23]1[cH:24][c:25]2[cH:26][cH:27][c:28]([Cl:33])[cH:29][c:30]2[cH:31][cH:32]1)=[O:34].[OH:35][C:36]([C:37]([F:38])([F:39])[F:40])=[O:41]>>[NH2:1][C:2]([CH2:3][N:4]([CH:5]1[C:6](=[O:19])[N:7]([CH:10]([C:11](=[O:12])[OH:13])[CH3:18])[CH2:8][CH2:9]1)[S:20](=[O:21])(=[O:22])[c:23]1[cH:24][c:25]2[cH:26][cH:27][c:28]([Cl:33])[cH:29][c:30]2[cH:31][cH:32]1)=[O:34]. Starting materials: Cc1cc(C)c2oc(Nc3ccc(B4OC(C)(C)C(C)(C)O4)cc3)nc2c1, COCCOC, COCCN1CCC(n2nc(I)c3c(N)ncnc32)CC1, [Na+], [Na+], O=C([O-])[O-], O, c1ccc(P(c2ccccc2)(c2ccccc2)[Pd](P(c2ccccc2)(c2ccccc2)c2ccccc2)(P(c2ccccc2)(c2ccccc2)c2ccccc2)P(c2ccccc2)(c2ccccc2)c2ccccc2)cc1. Product: COCCN1CCC(n2nc(-c3ccc(Nc4nc5cc(C)cc(C)c5o4)cc3)c3c(N)ncnc32)CC1. RXN SMILES: [CH3:22][c:23]1[cH:24][c:25]([CH3:48])[c:26]2[c:27]([n:28][c:29]([NH:31][c:32]3[cH:33][cH:34][c:35]([B:38]4[O:39][C:40]([CH3:41])([CH3:42])[C:43]([CH3:44])([CH3:45])[O:46]4)[cH:36][cH:37]3)[o:30]2)[cH:47]1.[CH3:55][O:56][CH2:57][CH2:58][O:59][CH3:60].[I:1][c:2]1[n:3][n:4]([CH:12]2[CH2:13][CH2:14][N:15]([CH2:18][CH2:19][O:20][CH3:21])[CH2:16][CH2:17]2)[c:5]2[n:6][cH:7][n:8][c:9]([NH2:11])[c:10]12.[Na+:49].[Na+:50].[O-:51][C:52](=[O:53])[O-:54].[OH2:61].[cH:62]1[cH:63][cH:64][c:65]([P:66]([Pd:67]([P:68]([c:69]2[cH:70][cH:71][cH:72][cH:73][cH:74]2)([c:75]2[cH:76][cH:77][cH:78][cH:79][cH:80]2)[c:81]2[cH:82][cH:83][cH:84][cH:85][cH:86]2)([P:87]([c:88]2[cH:89][cH:90][cH:91][cH:92][cH:93]2)([c:94]2[cH:95][cH:96][cH:97][cH:98][cH:99]2)[c:100]2[cH:101][cH:102][cH:103][cH:104][cH:105]2)[P:106]([c:107]2[cH:108][cH:109][cH:110][cH:111][cH:112]2)([c:113]2[cH:114][cH:115][cH:116][cH:117][cH:118]2)[c:119]2[cH:120][cH:121][cH:122][cH:123][cH:124]2)([c:125]2[cH:126][cH:127][cH:128][cH:129][cH:130]2)[c:131]2[cH:132][cH:133][cH:134][cH:135][cH:136]2)[cH:137][cH:138]1>>[c:2]1(-[c:35]2[cH:34][cH:33][c:32]([NH:31][c:29]3[n:28][c:27]4[c:26]([c:25]([CH3:48])[cH:24][c:23]([CH3:22])[cH:47]4)[o:30]3)[cH:37][cH:36]2)[n:3][n:4]([CH:12]2[CH2:13][CH2:14][N:15]([CH2:18][CH2:19][O:20][CH3:21])[CH2:16][CH2:17]2)[c:5]2[n:6][cH:7][n:8][c:9]([NH2:11])[c:10]12. The yield is 93.8%. Yields the product ClC1=NC2=CC=CC(=C2C=C1)CCO (2-(2-chloro-quinolin-5-yl)-ethanol). Conditions: temperature -20 celsius, time 10 minute. The solvent is CCOCC (ether). Procedure details: A mixture of 0.35 g (1.46 mmol) (2-chloro-quinolin-5-yl)-acetic acid methyl ester and 10 mL anhydrous THF was cooled to −20° C. in a dry ice/acetone bath. 1.4 mL (1.4 mmol) IM LiAlH4 solution in ether was added dropwise. After 10 min, TLC analysis (ethyl acetate, silica, Rf prod 0.3) showed starting material consumed. The reaction was quenched with 1 mL of 1M aqueous potassium sodium tartrate solution. The product was partitioned between ethyl acetate and 10 ml brine and the product extracted wi... As a reaction SMILES: C[O:2][C:3](=O)[CH2:4][C:5]1[CH:14]=[CH:13][CH:12]=[C:11]2[C:6]=1[CH:7]=[CH:8][C:9]([Cl:15])=[N:10]2.C1COCC1.[H-].[H-].[H-].[H-].[Li+].[Al+3].C(OCC)(=O)C>CCOCC>[Cl:15][C:9]1[CH:8]=[CH:7][C:6]2[C:11](=[CH:12][CH:13]=[CH:14][C:5]=2[CH2:4][CH2:3][OH:2])[N:10]=1 |f:2.3.4.5.6.7|. Reactants: C(C)(=O)OCC (ethyl acetate), COC(CC1=C2C=CC(=NC2=CC=C1)Cl)=O ((2-chloro-quinolin-5-yl)-acetic acid methyl ester), C1CCOC1 (THF), [H-].[H-].[H-].[H-].[Li+].[Al+3] (LiAlH4).